From a dataset of the Open Reaction Database (ORD), a public repository of structured organic reaction records. describe an organic reaction: reactants, conditions, products, and yield The product is COCc1ccc(C(=O)NCc2cc3ccc(OCc4ccccn4)cc3o2)c(N)n1. Reaction SMILES: [NH2:1][c:2]1[c:3]([C:4](=[O:5])[NH:6][CH2:7][c:8]2[o:9][c:10]3[c:11]([cH:12]2)[cH:13][cH:14][c:15]([OH:17])[cH:16]3)[cH:18][cH:19][c:20]([CH2:22][O:23][CH3:24])[n:21]1.[O:52]1[CH2:53][CH2:54][CH2:55][CH2:56]1.[OH:25][CH2:26][c:27]1[n:28][cH:29][cH:30][cH:31][cH:32]1.[c:33]1([P:34]([c:35]2[cH:36][cH:37][cH:38][cH:39][cH:40]2)[c:41]2[cH:42][cH:43][cH:44][cH:45][cH:46]2)[cH:47][cH:48][cH:49][cH:50][cH:51]1>>[NH2:1][c:2]1[c:3]([C:4](=[O:5])[NH:6][CH2:7][c:8]2[o:9][c:10]3[c:11]([cH:12]2)[cH:13][cH:14][c:15]([O:17][CH2:26][c:27]2[n:28][cH:29][cH:30][cH:31][cH:32]2)[cH:16]3)[cH:18][cH:19][c:20]([CH2:22][O:23][CH3:24])[n:21]1. The reactants are COCc1ccc(C(=O)NCc2cc3ccc(O)cc3o2)c(N)n1, C1CCOC1, OCc1ccccn1, c1ccc(P(c2ccccc2)c2ccccc2)cc1. The product is COc1cccc(NC2CC2)c1. Reactants: COc1cccc(Br)c1, CC(C)(C)[O-], Cc1ccccc1, NC1CC1, [Na+], O=C(C=Cc1ccccc1)C=Cc1ccccc1, O=C(C=Cc1ccccc1)C=Cc1ccccc1, O=C(C=Cc1ccccc1)C=Cc1ccccc1, [Pd], [Pd]. RXN SMILES: [Br:1][c:2]1[cH:3][c:4]([O:8][CH3:9])[cH:5][cH:6][cH:7]1.[CH3:14][C:15]([CH3:16])([O-:17])[CH3:18].[CH3:20][c:21]1[cH:22][cH:23][cH:24][cH:25][cH:26]1.[CH:10]1([NH2:13])[CH2:11][CH2:12]1.[Na+:19].[O:29]=[C:30]([CH:31]=[CH:32][c:33]1[cH:34][cH:35][cH:36][cH:37][cH:38]1)[CH:39]=[CH:40][c:41]1[cH:42][cH:43][cH:44][cH:45][cH:46]1.[O:47]=[C:48]([CH:49]=[CH:50][c:51]1[cH:52][cH:53][cH:54][cH:55][cH:56]1)[CH:57]=[CH:58][c:59]1[cH:60][cH:61][cH:62][cH:63][cH:64]1.[O:65]=[C:66]([CH:67]=[CH:68][c:69]1[cH:70][cH:71][cH:72][cH:73][cH:74]1)[CH:75]=[CH:76][c:77]1[cH:78][cH:79][cH:80][cH:81][cH:82]1.[Pd:27].[Pd:28]>>[c:2]1([NH:13][CH:10]2[CH2:11][CH2:12]2)[cH:3][c:4]([O:8][CH3:9])[cH:5][cH:6][cH:7]1. Reactants: NC1=CC=CC=C1 (aniline), COC(=O)[C@H](CC=1C=CC=CC1)NC(=O)[C@H](CC(=O)O)N (aspartame). Yields the product C(=O)NC1=CC=CC=C1 (Formanilide). The yield is 65.0%. As a reaction SMILES: [NH2:1][C:2]1[CH:7]=[CH:6][CH:5]=[CH:4][CH:3]=1.[CH3:8][O:9]C([C@@H](NC([C@@H](N)CC(O)=O)=O)CC1C=CC=CC=1)=O>>[CH:8]([NH:1][C:2]1[CH:7]=[CH:6][CH:5]=[CH:4][CH:3]=1)=[O:9]. Reported procedure: The reaction was run as described in Example 1, however, 0.70 g (7.6 mmol) aniline was used. Analysis of the reaction showed that aspartame was formed in 65-70% yield. Formanilide was also formed. The reactants are OC(C)P(O)=O (α-hydroxyethylphosphinic acid), C(C)#N (acetonitrile), C1(=CC=CC2=CC=CC=C12)C(C)N (α-Naphthylethylamine). Run in CO (methanol), CO (methanol). Conditions: time 30 minute. Yields the product OC(C)P([O-])=O.C1(=CC=CC2=CC=CC=C12)C(C)[NH3+] ((±)-α-naphthylethylammonium α-hydroxyethylphosphinate). Yield: 38.0%. Reaction SMILES: [OH:1][CH:2]([PH:4](=[O:6])[OH:5])[CH3:3].[C:7]1([CH:17]([NH2:19])[CH3:18])[C:16]2[C:11](=[CH:12][CH:13]=[CH:14][CH:15]=2)[CH:10]=[CH:9][CH:8]=1.C(#N)C>CO>[OH:1][CH:2]([PH:4](=[O:5])[O-:6])[CH3:3].[C:7]1([CH:17]([NH3+:19])[CH3:18])[C:16]2[C:11](=[CH:12][CH:13]=[CH:14][CH:15]=2)[CH:10]=[CH:9][CH:8]=1 |f:4.5|. Reported procedure: Crude α-hydroxyethylphosphinic acid (57.7 g; 0.524 mol) prepared as in Example 1 was dissolved in methanol (290 ml). α-Naphthylethylamine (90.2 g; 0.575 mol) was added thereto at a temperature of not more than 50° C. while stirring. The reaction mixture was kept at a temperature of 25° to 30° C. for 30 minutes, followed by distillation of methanol to give a foamy substance. To the foamy substance, methanol (60 ml) and acetonitrile (600 ml) were added, followed by vigorous stirring, whereby cryst... Starting materials: Cl.C(C)C1=NN(C2=NC(=NC(=C21)O)C2CCNCC2)C2=CC=CC=C2 (3-ethyl-1-phenyl-6-piperidin-4-yl-1H-pyrazolo[3,4-d]pyrimidin-4-ol hydrochloride), C(C)(C)(C)OC(=O)N1CC(CC1)=O (3-oxo-pyrrolidine-1-carboxylic acid tert-butyl ester), Cl (HCl). Yields the product Cl.C(C)C1=NN(C2=NC(=NC(=C21)O)C2CCN(CC2)C2CNCC2)C2=CC=CC=C2 (3-Ethyl-1-phenyl-6-(1-pyrrolidin-3-yl-piperidin-4-yl)-1H-pyrazolo[3,4-d]pyrimidin-4-ol hydrochloride). Reaction SMILES: [ClH:1].[CH2:2]([C:4]1[C:12]2[C:7](=[N:8][C:9]([CH:14]3[CH2:19][CH2:18][NH:17][CH2:16][CH2:15]3)=[N:10][C:11]=2[OH:13])[N:6]([C:20]2[CH:25]=[CH:24][CH:23]=[CH:22][CH:21]=2)[N:5]=1)[CH3:3].C(OC([N:33]1[CH2:37][CH2:36][C:35](=O)[CH2:34]1)=O)(C)(C)C.Cl>>[ClH:1].[CH2:2]([C:4]1[C:12]2[C:7](=[N:8][C:9]([CH:14]3[CH2:15][CH2:16][N:17]([CH:35]4[CH2:36][CH2:37][NH:33][CH2:34]4)[CH2:18][CH2:19]3)=[N:10][C:11]=2[OH:13])[N:6]([C:20]2[CH:25]=[CH:24][CH:23]=[CH:22][CH:21]=2)[N:5]=1)[CH3:3] |f:0.1,4.5|. Reported procedure: The title compound was prepared according to the procedure as described in Example 88 reacting via reductive amination 3-ethyl-1-phenyl-6-piperidin-4-yl-1H-pyrazolo[3,4-d]pyrimidin-4-ol hydrochloride and 3-oxo-pyrrolidine-1-carboxylic acid tert-butyl ester followed by de-protection of the adduct with HCl. The reactants are C(C)OC([C@H](CC1=CC=C(C=C1)OCC(=O)O)OC)=O ((2S)-3-(4-carboxymethoxy-phenyl)-2-methoxy-propionic acid ethyl ester), C(C)OC(CCNCC1=CC=CC=C1)=O (3-benzylamino-propionic acid ethyl ester), C(C)O[C@H](C(=O)O)CC1=CC=C(C=C1)O[C@H](C)C(NCCC1=CC=C(C=C1)OC1=CC=CC=C1)=O ((2S,1R)-2-ethoxy-3-(4-{1-[2-(4-phenoxy-phenyl)-ethylcarbamoyl]-ethoxy}-phenyl)-propionic acid). Yields the product C(C1=CC=CC=C1)N(C(=O)COC1=CC=C(C=C1)C[C@@H](C(=O)O)OC)CCC(=O)OCC ((2S)-3-(4-{[benzyl-(2-ethoxycarbonyl-ethyl)-carbamoyl]-methoxy}-phenyl)-2-methoxy-propionic acid). Reaction SMILES: C([O:3][C:4](=[O:20])[C@@H:5]([O:18][CH3:19])[CH2:6][C:7]1[CH:12]=[CH:11][C:10]([O:13][CH2:14][C:15]([OH:17])=O)=[CH:9][CH:8]=1)C.[CH2:21]([O:23][C:24](=[O:35])[CH2:25][CH2:26][NH:27][CH2:28][C:29]1[CH:34]=[CH:33][CH:32]=[CH:31][CH:30]=1)[CH3:22].C(O[C@@H](CC1C=CC(O[C@@H](C(=O)NCCC2C=CC(OC3C=CC=CC=3)=CC=2)C)=CC=1)C(O)=O)C>>[CH2:28]([N:27]([CH2:26][CH2:25][C:24]([O:23][CH2:21][CH3:22])=[O:35])[C:15]([CH2:14][O:13][C:10]1[CH:9]=[CH:8][C:7]([CH2:6][C@H:5]([O:18][CH3:19])[C:4]([OH:3])=[O:20])=[CH:12][CH:11]=1)=[O:17])[C:29]1[CH:34]=[CH:33][CH:32]=[CH:31][CH:30]=1. Procedure: The title compound was prepared from (2S)-3-(4-carboxymethoxy-phenyl)-2-methoxy-propionic acid ethyl ester (PREPARATION 3, step 2) and 3-benzylamino-propionic acid ethyl ester via the same procedure used for the preparation of (2S,1R)-2-ethoxy-3-(4-{1-[2-(4-phenoxy-phenyl)-ethylcarbamoyl]-ethoxy}-phenyl)-propionic acid (Example 1, step 3) to produce a colorless oil. MS (ES) for C24H29NO7 [M+H]+: 444. Reactants: S1C(=NC=C1)C(C)=O (1-(1,3-thiazol-2-yl)ethanone), CC=1C=CC(=CC1)S(=O)(=O)O (p-TsOH), CO (methanol). Yields the product COC(C)(OC)C=1SC=CN1 (2-(1,1-dimethoxyethyl)-1,3-thiazole). Isolated yield 75.6%. Reaction SMILES: [S:1]1[CH:5]=[CH:4][N:3]=[C:2]1[C:6](=[O:8])[CH3:7].[CH3:9]C1C=CC(S(O)(=O)=O)=CC=1.[CH3:20][OH:21]>>[CH3:20][O:21][C:6]([C:2]1[S:1][CH:5]=[CH:4][N:3]=1)([O:8][CH3:9])[CH3:7]. Procedure: A mixture of 1-(1,3-thiazol-2-yl)ethanone (35 g, 0.28 mol), anhydrous p-TsOH (50 g, 0.29 mol) and trimethyl ortheformate (175 ml) in methanol (500 ml) was refluxed for 18 h. After concentration, the residue was partitioned between sat. NaHCO3 and ether. The organic layers were washed with brine, dried over Na2SO4 and concentrated to give 36 g (75.6%) of 2-(1,1-dimethoxyethyl)-1,3-thiazole as an oil.